Task: describe an organic reaction: reactants, conditions, products, and yield. Dataset: the Open Reaction Database (ORD), a public repository of structured organic reaction records The reactants are 1-(di-1-pyrrolidinylmethylene)-1H-benzotriazolium 3-oxide hexafluorophosphate, COC=1C=C(C(=O)O)C=CC1NC=1N=CC2=C(N3CCC[C@@H]3CC(N2C)=O)N1 (3-methoxy-4-((R)-6-methyl-5-oxo-2,3,3a,4,5,6-hexahydro-1H-6,8,10,10b-tetraaza-benzo[e]azulen-9-ylamino)-benzoic acid), C(C)N(C(C)C)C(C)C (ethyldiisopropylamine), NC1CCN(CC1)C (4-amino-1-methyl-piperidine). Yields the product COC=1C=C(C(=O)NC2CCN(CC2)C)C=CC1NC=1N=CC2=C(N3CCC[C@@H]3CC(N2C)=O)N1 (3-methoxy-4-((R)-6-methyl-5-oxo-2,3,3a,4,5,6-hexahydro-1H-6,8,10,10b-tetraaza-benzo[e]azulen-9-ylamino)-N-(1-methyl-piperidin-4-yl)-benzamide). Conditions: time 3 hour. Reaction SMILES: [CH3:1][O:2][C:3]1[CH:4]=[C:5]([CH:9]=[CH:10][C:11]=1[NH:12][C:13]1[N:14]=[CH:15][C:16]2[N:25]([CH3:26])[C:24](=[O:27])[CH2:23][C@@H:22]3[N:18]([CH2:19][CH2:20][CH2:21]3)[C:17]=2[N:28]=1)[C:6]([OH:8])=O.C(N(C(C)C)C(C)C)C.[NH2:38][CH:39]1[CH2:44][CH2:43][N:42]([CH3:45])[CH2:41][CH2:40]1>CN(C)C=O.C(=O)([O-])[O-].[Na+].[Na+]>[CH3:1][O:2][C:3]1[CH:4]=[C:5]([CH:9]=[CH:10][C:11]=1[NH:12][C:13]1[N:14]=[CH:15][C:16]2[N:25]([CH3:26])[C:24](=[O:27])[CH2:23][C@@H:22]3[N:18]([CH2:19][CH2:20][CH2:21]3)[C:17]=2[N:28]=1)[C:6]([NH:38][CH:39]1[CH2:44][CH2:43][N:42]([CH3:45])[CH2:41][CH2:40]1)=[O:8] |f:4.5.6|. Procedure details: To a mixture of 3-methoxy-4-((R)-6-methyl-5-oxo-2,3,3a,4,5,6-hexahydro-1H-6,8,10,10b-tetraaza-benzo[e]azulen-9-ylamino)-benzoic acid (I-102a), 0.32 mL (0.0018 mole) of ethyldiisopropylamine and 0.082 g (0.00072 mole) of 4-amino-1-methyl-piperidine in 3.0 mL of dimethylformamide was added 0.31 g (0.00072 mole) of 1-(di-1-pyrrolidinylmethylene)-1H-benzotriazolium 3-oxide hexafluorophosphate. The mixture was stirred at room temperature for 3 hours, then diluted with saturated sodium carbonate. The ... Run in CN(C=O)C (dimethylformamide), C([O-])([O-])=O.[Na+].[Na+] (sodium carbonate). Starting materials: COC=1C=CC(=CC1)P2(=S)SP(=S)(S2)C=3C=CC(=CC3)OC (Lawesson's Reagent), FC=1C=C(C=CC1N1CCC2(NC(NC2=O)=O)CC1)N1C(O[C@H](C1)CNC(C)=O)=O ((S)-N-[[3-[3-Fluoro-4-[2′,5′-dioxospiro[piperidine-4,4′-imidazolidine]-1-yl]phenyl]-2-oxo-5-oxazolidinyl]methyl]acetamide), O (H2O). Run in O1CCOCC1 (dioxane). The product is FC=1C=C(C=CC1N1CCC2(NC(NC2=O)=O)CC1)N1C(O[C@H](C1)CNC(C)=S)=O ((S)-N-[[3-[3-Fluoro-4-[2′,5′-dioxospiro[piperidine-4,4′-imidazolidine]-1-yl]phenyl]-2-oxo-5-oxazolidinyl]methyl]thioacetamide). As a reaction SMILES: [F:1][C:2]1[CH:3]=[C:4]([N:20]2[CH2:24][C@H:23]([CH2:25][NH:26][C:27](=O)[CH3:28])[O:22][C:21]2=[O:30])[CH:5]=[CH:6][C:7]=1[N:8]1[CH2:19][CH2:18][C:11]2([C:15](=[O:16])[NH:14][C:13](=[O:17])[NH:12]2)[CH2:10][CH2:9]1.COC1C=CC(P2(SP(C3C=CC(OC)=CC=3)(=S)S2)=[S:40])=CC=1.O>O1CCOCC1>[F:1][C:2]1[CH:3]=[C:4]([N:20]2[CH2:24][C@H:23]([CH2:25][NH:26][C:27](=[S:40])[CH3:28])[O:22][C:21]2=[O:30])[CH:5]=[CH:6][C:7]=1[N:8]1[CH2:19][CH2:18][C:11]2([C:15](=[O:16])[NH:14][C:13](=[O:17])[NH:12]2)[CH2:10][CH2:9]1. Reported procedure: A stirred suspension of 32 (0.210 g, 0.500 mmol) in dioxane (5.0 mL), under nitrogen was treated with Lawesson's Reagent (0.202 g, 0.500 mmol), refluxed for 4 h and concentrated in vacuo. The residue was chromatographed on silica gel with mixctures of MeOH—NH4OH—CHCl3 containing 1-10% MeOH and 0.1-0.5% NH4OH and the resulting product was crystallized from MeOH—CHCl3—EtOAc to give 0.0491 g of 3: mip 218.5° C.; HR FAB MS theory for C19H22FN5O4S (M+): 435.1376; found 435.1370. Anal. calcd for C19H2...